This data is from the Open Reaction Database (ORD), a public repository of structured organic reaction records. The task is: describe an organic reaction: reactants, conditions, products, and yield Reactants: [N+]=1(C(=CC=CC1C)C)[O-] (2,6-lutidine N-oxide), F[B-](F)(F)F.C[O+](C)C (trimethyloxonium tetrafluoroborate). Run in ClCCl (dichloromethane). Run at time 3 hour. Yields the product crude product, F[B-](F)(F)F.CO[N+]1=C(C=CC=C1C)C (1-methoxy-2,6-dimethyl-pyridinium tetrafluoroborate). As a reaction SMILES: [N+:1]1([O-:9])[C:2]([CH3:8])=[CH:3][CH:4]=[CH:5][C:6]=1[CH3:7].[F:10][B-:11]([F:14])([F:13])[F:12].[CH3:15][O+](C)C>ClCCl>[F:10][B-:11]([F:14])([F:13])[F:12].[CH3:15][O:9][N+:1]1[C:6]([CH3:7])=[CH:5][CH:4]=[CH:3][C:2]=1[CH3:8] |f:1.2,4.5|. Procedure: A solution of 2,6-lutidine N-oxide (24.0 g, 0.20 mol) in anhydrous dichloromethane (400 mL) was added to trimethyloxonium tetrafluoroborate (29.6 g, 0.20 mol) at room temperature under nitrogen atmosphere and the reaction mixture was stirred at room temperature for 3 hours. The mixture was concentrated in vacuo to give the crude product, 1-methoxy-2,6-dimethyl-pyridinium tetrafluoroborate. The reactants are ClC1=CC=C(C=C1)C1=NC(C=2N(C3=C1C=C(S3)CC)C(=NN2)C)CCC(=O)O ((±)-3-(4-(4-Chlorophenyl)-2-ethyl-9-methyl-6H-thieno[3,2-f][1,2,4]triazolo[4,3-a][1,4]diazepin-6-yl)propionic acid), ON1N=NC2=C1C=CC=C2 (1-hydroxybenzotriazole), NC1=CC=CC=C1 (aniline), Cl.C(C)N=C=NCCCN(C)C (1-ethyl-3-(3-dimethylaminopropyl)-carbodiimide hydrochloride). Solvent: CN(C=O)C (dimethylformamide), O (water), C(C)N(CC)CC (triethylamine). Yields the product C1(=CC=CC=C1)NC(CCC1C=2N(C3=C(C(=N1)C1=CC=C(C=C1)Cl)C=C(S3)CC)C(=NN2)C)=O ((±)-N-phenyl-3-(4-(4-chlorophenyl)-2-ethyl-9-methyl-6H-thieno[3,2-f][1,2,4]triazolo-[4,3-a][1,4]diazepin-6-yl)propaneamide). The yield is 7.7%. RXN SMILES: [Cl:1][C:2]1[CH:7]=[CH:6][C:5]([C:8]2[C:14]3[CH:15]=[C:16]([CH2:18][CH3:19])[S:17][C:13]=3[N:12]3[C:20]([CH3:23])=[N:21][N:22]=[C:11]3[CH:10]([CH2:24][CH2:25][C:26](O)=[O:27])[N:9]=2)=[CH:4][CH:3]=1.O[N:30]1[C:34]2[CH:35]=[CH:36][CH:37]=[CH:38][C:33]=2N=N1.Cl.C(N=C=NCCCN(C)C)C.NC1C=CC=CC=1>O.C(N(CC)CC)C.CN(C)C=O>[C:34]1([NH:30][C:26](=[O:27])[CH2:25][CH2:24][CH:10]2[N:9]=[C:8]([C:5]3[CH:4]=[CH:3][C:2]([Cl:1])=[CH:7][CH:6]=3)[C:14]3[CH:15]=[C:16]([CH2:18][CH3:19])[S:17][C:13]=3[N:12]3[C:20]([CH3:23])=[N:21][N:22]=[C:11]23)[CH:35]=[CH:36][CH:37]=[CH:38][CH:33]=1 |f:2.3|. Procedure details: (±)-3-(4-(4-Chlorophenyl)-2-ethyl-9-methyl-6H-thieno[3,2-f][1,2,4]triazolo[4,3-a][1,4]diazepin-6-yl)propionic acid (0.33 g) and 1-hydroxybenzotriazole (0.12 g) are added to dry dimethylformamide (20 ml) and the mixture is stirred under ice-cooling. Thereto is added 1-ethyl-3-(3-dimethylaminopropyl)-carbodiimide hydrochloride (0.17 g), and then triethylamine (0.16 g) and aniline (72 mg) are added. The mixture is stirred at room temperature for 24 hours. After the completion of the reaction, water... The reactants are NC1=C(C=C(C=C1)Cl)C(=O)C1=CC(=NC=C1)C ((2-amino-5-chloro-phenyl)-(2-methyl-pyridin-4-yl)-methanone), C1(CCCCC1)C(CC#N)=O (3-Cyclohexyl-3-oxo-propionitrile). The product is ClC=1C=C2C(=C(C(=NC2=CC1)C1CCCCC1)C#N)C1=CC(=NC=C1)C (6-Chloro-2-cyclohexyl-4-(2-methyl-pyridin-4-yl)-quinoline-3-carbonitrile). As a reaction SMILES: [NH2:1][C:2]1[CH:7]=[CH:6][C:5]([Cl:8])=[CH:4][C:3]=1[C:9]([C:11]1[CH:16]=[CH:15][N:14]=[C:13]([CH3:17])[CH:12]=1)=O.[CH:18]1([C:24](=O)[CH2:25][C:26]#[N:27])[CH2:23][CH2:22][CH2:21][CH2:20][CH2:19]1>>[Cl:8][C:5]1[CH:4]=[C:3]2[C:2](=[CH:7][CH:6]=1)[N:1]=[C:24]([CH:18]1[CH2:23][CH2:22][CH2:21][CH2:20][CH2:19]1)[C:25]([C:26]#[N:27])=[C:9]2[C:11]1[CH:16]=[CH:15][N:14]=[C:13]([CH3:17])[CH:12]=1. Procedure details: The title compound was prepared in analogy to example 101 step B from (2-amino-5-chloro-phenyl)-(2-methyl-pyridin-4-yl)-methanone and 3-cyclohexyl-3-oxo-propionitrile (prepared as described in example 110 step A). White solid. MS (ESI): 362.5 (M+H)+. The reactants are C(=O)C=1C=C2C(=C(NC2=CC1)C(=O)N)SC1=CC=CC=C1 (5-formyl-3-phenylsulfanyl-1H-indole-2-carboxylic acid amide), NC(C(=O)N)C (2-aminopropionamide). Solvent: CO.C(Cl)Cl (MeOH CH2Cl2). Product: C(N)(=O)C(C)NCC=1C=C2C(=C(NC2=CC1)C(=O)N)SC1=CC=CC=C1 (5-[(1-Carbamoylethylamino)methyl]-3-phenylsulfanyl-1H-indole-2-carboxylic acid amide). RXN SMILES: [CH:1]([C:3]1[CH:4]=[C:5]2[C:9](=[CH:10][CH:11]=1)[NH:8][C:7]([C:12]([NH2:14])=[O:13])=[C:6]2[S:15][C:16]1[CH:21]=[CH:20][CH:19]=[CH:18][CH:17]=1)=O.[NH2:22][CH:23]([CH3:27])[C:24]([NH2:26])=[O:25]>CO.C(Cl)Cl>[C:24]([CH:23]([NH:22][CH2:1][C:3]1[CH:4]=[C:5]2[C:9](=[CH:10][CH:11]=1)[NH:8][C:7]([C:12]([NH2:14])=[O:13])=[C:6]2[S:15][C:16]1[CH:21]=[CH:20][CH:19]=[CH:18][CH:17]=1)[CH3:27])(=[O:25])[NH2:26] |f:2.3|. Reported procedure: Treat 5-formyl-3-phenylsulfanyl-1H-indole-2-carboxylic acid amide 13 (m=0, R3=Ph) (50 mg, 0.17 mmol) with 2-aminopropionamide (62.3 mg, 0.50 mmol) as described in General Procedure X to afford Iaf (39 mg, 62.9%) as an ivory colored solid, tlc Rf=0.5 (10% MeOH/CH2Cl2-0.2% Et3N), m/z obs=369 (M+1). Reactants: CO, ClCCl, [H][H], CC(=O)Nc1cccc(Oc2cc(Nc3ccccc3)c([N+](=O)[O-])cn2)c1. Yields the product CC(=O)Nc1cccc(Oc2cc(Nc3ccccc3)c(N)cn2)c1. RXN SMILES: [CH3:30][OH:31].[Cl:32][CH2:33][Cl:34].[H:28][H:29].[N+:1]([O-:2])(=[O:3])[c:4]1[c:5]([NH:21][c:22]2[cH:23][cH:24][cH:25][cH:26][cH:27]2)[cH:6][c:7]([O:10][c:11]2[cH:12][c:13]([NH:17][C:18]([CH3:19])=[O:20])[cH:14][cH:15][cH:16]2)[n:8][cH:9]1>>[NH2:1][c:4]1[c:5]([NH:21][c:22]2[cH:23][cH:24][cH:25][cH:26][cH:27]2)[cH:6][c:7]([O:10][c:11]2[cH:12][c:13]([NH:17][C:18]([CH3:19])=[O:20])[cH:14][cH:15][cH:16]2)[n:8][cH:9]1. Reactants: N1C(NCC1)=O (2-imidazolidinone), C([O-])([O-])=O.[K+].[K+] (potassium carbonate), [I-].[K+] (potassium iodide), FC=1C=C(CCl)C=CC1 (3-fluorobenzyl chloride). Run in O (water), CS(=O)C (dimethylsulfoxide). Reaction conditions: time 0.3 hour. Product: FC=1C=C(CN2C(NCC2)=O)C=CC1 (1-(3-Fluorobenzyl)-2-imidazolidinone). Isolated yield 94.0%. As a reaction SMILES: [NH:1]1[CH2:5][CH2:4][NH:3][C:2]1=[O:6].C(=O)([O-])[O-].[K+].[K+].[I-].[K+].[F:15][C:16]1[CH:17]=[C:18]([CH:21]=[CH:22][CH:23]=1)[CH2:19]Cl>CS(C)=O.O>[F:15][C:16]1[CH:17]=[C:18]([CH:21]=[CH:22][CH:23]=1)[CH2:19][N:1]1[CH2:5][CH2:4][NH:3][C:2]1=[O:6] |f:1.2.3,4.5|. Reported procedure: A 21.5 g (0.25 mole) portion of 2-imidazolidinone in 150 ml of dimethylsulfoxide was treated with 34.5 g (0.25 mole) of potassium carbonate, 20 g (0.12 mole) of potassium iodide and 36.3 g (0.25 mole) of 3-fluorobenzyl chloride. The reaction mixture was heated with rapid stirring to 100° over 0.3 hours, held at 100° for 1.8 hours and poured with rapid stirring into 1.5 l of cold water. The aqueous mixture was extracted with 1.3 l of chloroform. The chloroform extract was washed with 500 ml of wa... Reactants: Cl.Cl.NCC1=NOC(=N1)C1=CC=C(S1)CN1CCCCCC1 (1-[5-(3-Aminomethyl-1,2,4-oxadiazol-5-yl)-2-thenyl]hexahydro-1H-azepine dihydrochloride), C(C1=CC=CC=C1)N=C=O (benzyl isocyanate). Solvent: CN(C)C=O (DMF), CN(C)C=O (DMF). Conditions: time 1 hour. Yields the product C(C1=CC=CC=C1)NC(=O)NCC1=NOC(=N1)C=1SC(=CC1)CN1CCCCCC1 (1-Benzyl-3-[[5-[5-[(hexahydro-1H-azepin-1-yl)methyl]-2-thienyl]-1,2,4-oxadiazol-3-yl]methyl]urea). Yield: 89.4%. Reaction SMILES: Cl.Cl.[NH2:3][CH2:4][C:5]1[N:9]=[C:8]([C:10]2[S:14][C:13]([CH2:15][N:16]3[CH2:22][CH2:21][CH2:20][CH2:19][CH2:18][CH2:17]3)=[CH:12][CH:11]=2)[O:7][N:6]=1.[CH2:23]([N:30]=[C:31]=[O:32])[C:24]1[CH:29]=[CH:28][CH:27]=[CH:26][CH:25]=1>CN(C=O)C>[CH2:23]([NH:30][C:31]([NH:3][CH2:4][C:5]1[N:9]=[C:8]([C:10]2[S:14][C:13]([CH2:15][N:16]3[CH2:22][CH2:21][CH2:20][CH2:19][CH2:18][CH2:17]3)=[CH:12][CH:11]=2)[O:7][N:6]=1)=[O:32])[C:24]1[CH:29]=[CH:28][CH:27]=[CH:26][CH:25]=1 |f:0.1.2|. Reported procedure: 770 mg (2.63 mmol) of the free form compound obtained in Example 8 was dissolved in 20 ml of DMF, and 5 ml of DMF solution containing 369 mg (2.77 mmol) of benzyl isocyanate was added, and the mixture was stirred at room temperature for 1 hour. The reaction solution was concentrated under a reduced pressure, and the resulting residue was dissolved in chloroform, washed with water and then dried over anhydrous magnesium sulfate. The solvent was evaporated and the resulting residue was subjected t... Starting materials: C1CCOC1, COC(=O)c1sc(-c2ccccc2)cc1N(C(c1ccccc1)c1cc2ccccc2o1)S(=O)(=O)c1cc(C)c(Cl)cc1C, CO, [Li+], [OH-], O, O. Product: Cc1cc(S(=O)(=O)N(c2cc(-c3ccccc3)sc2C(=O)O)C(c2ccccc2)c2cc3ccccc3o2)c(C)cc1Cl. As a reaction SMILES: [CH2:48]1[O:49][CH2:50][CH2:51][CH2:52]1.[CH3:1][O:2][C:3](=[O:4])[c:5]1[s:6][c:7](-[c:39]2[cH:40][cH:41][cH:42][cH:43][cH:44]2)[cH:8][c:9]1[N:10]([S:11](=[O:12])(=[O:13])[c:14]1[c:15]([CH3:22])[cH:16][c:17]([Cl:21])[c:18]([CH3:20])[cH:19]1)[CH:23]([c:24]1[cH:25][cH:26][cH:27][cH:28][cH:29]1)[c:30]1[cH:31][c:32]2[c:33]([o:34]1)[cH:35][cH:36][cH:37][cH:38]2.[CH3:53][OH:54].[Li+:46].[OH-:45].[OH2:47].[OH2:55]>>[O:2]=[C:3]([OH:4])[c:5]1[s:6][c:7](-[c:39]2[cH:40][cH:41][cH:42][cH:43][cH:44]2)[cH:8][c:9]1[N:10]([S:11](=[O:12])(=[O:13])[c:14]1[c:15]([CH3:22])[cH:16][c:17]([Cl:21])[c:18]([CH3:20])[cH:19]1)[CH:23]([c:24]1[cH:25][cH:26][cH:27][cH:28][cH:29]1)[c:30]1[cH:31][c:32]2[c:33]([o:34]1)[cH:35][cH:36][cH:37][cH:38]2. Reported procedure: These solutions were added to a 384-
well source plate (80 µL per well). The Mosquito HTS liquid handling robot was used to dose
each of these solutions (200 nL each) into a 1536-well plate. Reaction conditions: temperature 60 celsius, time 16 hour. Run in CS(=O)C (DMSO), CS(=O)C (DMSO), CS(=O)C (DMSO), CS(=O)C (DMSO), CS(=O)C (DMSO). Reagents/catalysts: CCN=P(N=P(N(C)C)(N(C)C)N(C)C)(N(C)C)N(C)C (P2Et), CC(C)c1cc(C(C)C)c(-c2ccccc2P(C2CCCCC2)(C2CCCCC2)->[Pd]2(OS(=O)(=O)C(F)(F)F)<-Nc3ccccc3-c3ccccc32)c(C(C)C)c1 (XPhos). The product is Cc1ccc(Nc2ccc(C(F)(F)F)cc2)cc1. Reactants: Cc1ccc(N)cc1, FC(F)(F)c1ccc(Br)cc1. Isolated yield 24.1%. The reactants are CC1=NNC=2N(C(N(C(C21)=O)C)=O)C (3,5,7-Trimethyl-1H-pyrazolo[3,4-d]pyrimidine-4,6(5H,7H)-dione), intermediate, COS(=O)(=O)OC (dimethylsulphate). The solvent is O (water), [OH-].[Na+] (sodium hydroxide). Reaction conditions: time 1 hour. The product is CN1N=C2N(C(N(C(C2=C1C)=O)C)=O)C (2,3,5,7-Tetramethyl-2H-pyrazolo[3,4-d]pyrimidine-4,6(5H,7H)-dione). RXN SMILES: [CH3:1][C:2]1[C:10]2[C:9](=[O:11])[N:8]([CH3:12])[C:7](=[O:13])[N:6]([CH3:14])[C:5]=2[NH:4][N:3]=1.[CH3:15]OS(OC)(=O)=O>[OH-].[Na+].O>[CH3:15][N:3]1[C:2]([CH3:1])=[C:10]2[C:5]([N:6]([CH3:14])[C:7](=[O:13])[N:8]([CH3:12])[C:9]2=[O:11])=[N:4]1 |f:2.3|. Procedure details: A solution of Step 4 intermediate (5.2 g, 26.77 mmol) in 1 N sodium hydroxide (52 ml) was added dimethylsulphate (5.2 ml) and stirred at room temperature for 1 h. The reaction mixture was diluted with water and the solid precipitated out was filtered, washed with water and dried to give 3.85 g of the product as off white solid; 1H NMR (300 MHz, CDCl3): δ 2.59 (s, 3H), 3.36 (s, 3H), 3.48 (s, 3H), 3.79 (s, 3H).